From a dataset of the Open Reaction Database (ORD), a public repository of structured organic reaction records. describe an organic reaction: reactants, conditions, products, and yield Starting materials: CN(C)C=O, Nc1ccc(O)cc1, O=C1C=CC(=O)O1. The product is O=C(O)C=CC(=O)Nc1ccc(O)cc1. RXN SMILES: [CH3:16][N:17]([CH3:18])[CH:19]=[O:20].[NH2:8][c:9]1[cH:10][cH:11][c:12]([OH:15])[cH:13][cH:14]1.[O:1]=[C:2]1[O:3][C:4](=[O:5])[CH:6]=[CH:7]1>>[O:1]=[C:2]([CH:7]=[CH:6][C:4]([OH:3])=[O:5])[NH:8][c:9]1[cH:10][cH:11][c:12]([OH:15])[cH:13][cH:14]1. The reactants are COC([C@@H](NC(=O)OC1=CC=C(C=C1)[N+](=O)[O-])C(C)C)=O (N-(((4-nitrophenyl)oxy)carbonyl)-L-valine methyl ester), C(C)(C)C=1OC=C(N1)CNC (2-isopropyl-4-(((N-methyl)amino)methyl)oxazole). Run in CN(C)C=O (DMF), CN(C)C=O (DMF). Reaction conditions: time 30 minute. The product is COC([C@@H](NC(=O)N(CC=1N=C(OC1)C(C)C)C)C(C)C)=O (N-((N-Methyl-N-((2-isopropyl-4-oxazolyl)methyl)amino)carbonyl)-L-valine Methyl Ester). The yield is 54.1%. As a reaction SMILES: [CH3:1][O:2][C:3](=[O:21])[C@H:4]([CH:18]([CH3:20])[CH3:19])[NH:5][C:6]([O:8]C1C=CC([N+]([O-])=O)=CC=1)=O.[CH:22]([C:25]1[O:26][CH:27]=[C:28]([CH2:30][NH:31][CH3:32])[N:29]=1)([CH3:24])[CH3:23]>CN(C=O)C>[CH3:1][O:2][C:3](=[O:21])[C@H:4]([CH:18]([CH3:19])[CH3:20])[NH:5][C:6]([N:31]([CH3:32])[CH2:30][C:28]1[N:29]=[C:25]([CH:22]([CH3:23])[CH3:24])[O:26][CH:27]=1)=[O:8]. Reported procedure: A solution of N-(((4-nitrophenyl)oxy)carbonyl)-L-valine methyl ester (0.903 g, 0.00305 mol) in anhydrous DMF (6 mL) was added to a solution of 2-isopropyl-4-(((N-methyl)amino)methyl)oxazole (9, 0.470 g, 0.00305 mol) in anhydrous DMF (6 mL) under argon, and the yellow solution was stirred at room temperature for 30 min. Solvent was removed by rotary evaporation in vacuo and the resulting oil dried on high vacuum for 1 hr. The residue was applied to a 150 g SiO2 flash column and eluted with 20% Et...